Dataset: the Open Reaction Database (ORD), a public repository of structured organic reaction records. Task: describe an organic reaction: reactants, conditions, products, and yield Starting materials: C1(CCCC1)OC=1C=C(C=CC1OC)C=1NC=C(N1)C(F)(F)F (2-(3-cyclopentyloxy-4-methoxyphenyl)-4-trifluoromethyl-imidazole), [OH-].[NH4+] (ammonium hydroxide), C(C)(=O)O (acetic acid). Run in CCOC(=O)C.CCCCCC (EtOAc hexane). Product: C1(CCCC1)OC=1C=C(C=CC1OC)C=1NC=C(N1)C#N (2-(3-cyclopentyloxy-4-methoxyphenyl)-4-cyanoimidazole). The yield is 35.0%. RXN SMILES: [CH:1]1([O:6][C:7]2[CH:8]=[C:9]([C:15]3[NH:16][CH:17]=[C:18]([C:20](F)(F)F)[N:19]=3)[CH:10]=[CH:11][C:12]=2[O:13][CH3:14])[CH2:5][CH2:4][CH2:3][CH2:2]1.[OH-].[NH4+:25].C(O)(=O)C>CCOC(C)=O.CCCCCC>[CH:1]1([O:6][C:7]2[CH:8]=[C:9]([C:15]3[NH:16][CH:17]=[C:18]([C:20]#[N:25])[N:19]=3)[CH:10]=[CH:11][C:12]=2[O:13][CH3:14])[CH2:5][CH2:4][CH2:3][CH2:2]1 |f:1.2,4.5|. Reported procedure: A mixture of 2-(3-cyclopentyloxy-4-methoxyphenyl)-4-trifluoromethyl-imidazole (1.04 g, 3.18 mmol) and 5% aqueous ammonium hydroxide (300 ml) was heated to reflux for 24 hours. The reaction mixture was cooled and carefully neutralised with acetic acid. The mixture was extracted with methylene chloride (3×150 ml) and the volatiles removed in vacuo to afford the crude product. Flash chromatography (SiO2 ; EtOAc:hexane (2:3)) produced the 2-(3-cyclopentyloxy-4-methoxyphenyl)-4-cyanoimidazole (320 mg...